This data is from the Open Reaction Database (ORD), a public repository of structured organic reaction records. The task is: describe an organic reaction: reactants, conditions, products, and yield The yield is 54.6%. The product is BrC1=CC(=CC(=C1)OC)SCC (1-bromo-3-ethylsulfanyl-5-methoxy-benzene). RXN SMILES: Br[C:2]1[CH:7]=[C:6]([O:8][CH3:9])[CH:5]=[C:4]([Br:10])[CH:3]=1.[S-:11][CH2:12][CH3:13].[Na+].CN(C)C=O>O.[Cl-].[Na+].O>[Br:10][C:4]1[CH:5]=[C:6]([O:8][CH3:9])[CH:7]=[C:2]([S:11][CH2:12][CH3:13])[CH:3]=1 |f:1.2,5.6.7|. Run in O (water), [Cl-].[Na+].O (brine). The reactants are BrC1=CC(=CC(=C1)OC)Br (1,3-dibromo-5-methoxy-benzene), [S-]CC.[Na+] (sodium thioethoxide), CN(C=O)C (dimethylformamide). Reaction conditions: temperature 105 celsius, time 2 hour. Reported procedure: To a mixture 1,3-dibromo-5-methoxy-benzene (2.65 g, 10 mmol) and sodium thioethoxide (1.01 g, 12 mmol) was added dimethylformamide (30 mL) at room temperature. Then, the resulting light yellow solution was heated to 105° C. and stirred for 2 h at which time TLC analysis of the mixture indicated the absence of starting material. The reaction mixture was cooled to room temperature and diluted with water (50 mL) and brine solution (50 mL). Then, the organic compound was extracted into ethyl acetate...